Dataset: the Open Reaction Database (ORD), a public repository of structured organic reaction records. Task: describe an organic reaction: reactants, conditions, products, and yield The reactants are CC(=O)[O-], O=[N+]([O-])c1cc(O)ccc1Cl, ClCCl, OB(O)c1ccccc1. Yields the product O=[N+]([O-])c1cc(Oc2ccccc2)ccc1Cl. As a reaction SMILES: [CH3:21][C:22](=[O:23])[O-:24].[Cl:1][c:2]1[c:3]([N+:9](=[O:10])[O-:11])[cH:4][c:5]([OH:8])[cH:6][cH:7]1.[Cl:25][CH2:26][Cl:27].[OH:12][B:13]([OH:14])[c:15]1[cH:16][cH:17][cH:18][cH:19][cH:20]1>>[Cl:1][c:2]1[c:3]([N+:9](=[O:10])[O-:11])[cH:4][c:5]([O:8][c:15]2[cH:16][cH:17][cH:18][cH:19][cH:20]2)[cH:6][cH:7]1. The reactants are CC(=O)O, Cl, CCOC(=O)CC(NC(=O)c1cc(NC(=O)c2sc(NC(=N)N)nc2C)ccc1OCCOC)c1ccccc1. Product: Cl, COCCOc1ccc(NC(=O)c2sc(NC(=N)N)nc2C)cc1C(=O)NC(CC(=O)O)c1ccccc1. As a reaction SMILES: [CH3:42][C:43](=[O:44])[OH:45].[ClH:41].[NH:1]([C:2](=[NH:3])[NH2:4])[c:5]1[s:6][c:7]([C:11](=[O:12])[NH:13][c:14]2[cH:15][cH:16][c:17]([O:36][CH2:37][CH2:38][O:39][CH3:40])[c:18]([C:19](=[O:20])[NH:21][CH:22]([CH2:23][C:24](=[O:25])[O:26][CH2:27][CH3:28])[c:29]3[cH:30][cH:31][cH:32][cH:33][cH:34]3)[cH:35]2)[c:8]([CH3:10])[n:9]1>>[ClH:41].[NH:1]([C:2](=[NH:3])[NH2:4])[c:5]1[s:6][c:7]([C:11](=[O:12])[NH:13][c:14]2[cH:15][cH:16][c:17]([O:36][CH2:37][CH2:38][O:39][CH3:40])[c:18]([C:19](=[O:20])[NH:21][CH:22]([CH2:23][C:24](=[O:25])[OH:26])[c:29]3[cH:30][cH:31][cH:32][cH:33][cH:34]3)[cH:35]2)[c:8]([CH3:10])[n:9]1. The reactants are C(C1=CC=CC=C1)N=C=O (Benzyl isocyanate), NCC=1NC(C2=C(N1)N=CC=C2)=O (2-aminomethyl-3H-pyrido[2,3-d]pyrimidin-4-one). Solvent: N1=CC=CC=C1 (pyridine). Reaction conditions: time 8 hour. Yields the product C(C1=CC=CC=C1)NC(=O)NCC=1NC(C2=C(N1)N=CC=C2)=O (1-Benzyl-3-(4-oxo-3,4-dihydro-pyrido[2,3-d]pyrimidin-2-ylmethyl)-urea). RXN SMILES: [CH2:1]([N:8]=[C:9]=[O:10])[C:2]1[CH:7]=[CH:6][CH:5]=[CH:4][CH:3]=1.[NH2:11][CH2:12][C:13]1[NH:14][C:15](=[O:23])[C:16]2[CH:22]=[CH:21][CH:20]=[N:19][C:17]=2[N:18]=1>N1C=CC=CC=1>[CH2:1]([NH:8][C:9]([NH:11][CH2:12][C:13]1[NH:14][C:15](=[O:23])[C:16]2[CH:22]=[CH:21][CH:20]=[N:19][C:17]=2[N:18]=1)=[O:10])[C:2]1[CH:7]=[CH:6][CH:5]=[CH:4][CH:3]=1. Procedure: Benzyl isocyanate was added to a solution of 2-aminomethyl-3H-pyrido[2,3-d]pyrimidin-4-one (example 24.1) in pyridine; the reaction mixture was kept at r.t. overnight. The volatiles were evaporated and the title compound was isolated from the reaction mixture by reversed-phase, preparative HPLC. MS: m/e=308.4 [M−H−]. Starting materials: C(C)OC(C(C)C1=CC2=C(OC3=C(CC2=O)C=CC=C3)C=C1)=O (ethyl2-(10,11-dihydro-11-oxo dibenzo[b,f]-oxepin-2-yl)-propionate), [OH-].[K+] (potassium hydroxide). The solvent is C(C)O (ethanol), O (water), O (water). Run at time 0.5 hour. Yields the product O=C1C2=C(OC3=C(C1)C=CC=C3)C=CC(=C2)C(C(=O)O)C (2-(10,11-dihydro-11-oxo dibenzo[b,f]oxepin-2-yl)-propionic acid). Isolated yield 81.5%. Reaction SMILES: C([O:3][C:4](=[O:23])[CH:5]([C:7]1[CH:22]=[CH:21][C:10]2[O:11][C:12]3[CH:20]=[CH:19][CH:18]=[CH:17][C:13]=3[CH2:14][C:15](=[O:16])[C:9]=2[CH:8]=1)[CH3:6])C.[OH-].[K+]>C(O)C.O>[O:16]=[C:15]1[CH2:14][C:13]2[CH:17]=[CH:18][CH:19]=[CH:20][C:12]=2[O:11][C:10]2[CH:21]=[CH:22][C:7]([CH:5]([CH3:6])[C:4]([OH:23])=[O:3])=[CH:8][C:9]1=2 |f:1.2|. Procedure: To 151 mg of ethyl2-(10,11-dihydro-11-oxo dibenzo[b,f]-oxepin-2-yl)-propionate in 2ml of ethanol was added 400 mg of potassium hydroxide in 2 ml of water and the mixture was stirred at room temperature for 0.5 hour. After the completion of the reaction, to this was added water and the mixture was extracted with benezene. The aqueous layer was acidified with hydrochloric acid and extracted with ethyl acetate. The extract was washed with saturated sodium chloride solution and dried over anhydrous ... The reactants are N#N (N2), C1(CC1)N1C=NC2=C1C(=NC(=C2)B2OC(C(O2)(C)C)(C)C)O[C@H](C)[C@@H]2CC(NC2)=O ((R)-4-((R)-1-((3-cyclopropyl-6-(4,4,5,5-tetramethyl-1,3,2-dioxaborolan-2-yl)-3H-imidazo[4,5-c]pyridin-4-yl)oxy)ethyl)pyrrolidin-2-one), BrC1=CN=C(S1)C(C)(C)C (5-bromo-2-(tert-butyl)thiazole), C(=O)([O-])[O-].[Na+].[Na+] (Na2CO3). The reagents and catalysts are C=1C=CC(=CC1)[P](C=2C=CC=CC2)(C=3C=CC=CC3)[Pd]([P](C=4C=CC=CC4)(C=5C=CC=CC5)C=6C=CC=CC6)([P](C=7C=CC=CC7)(C=8C=CC=CC8)C=9C=CC=CC9)[P](C=1C=CC=CC1)(C=1C=CC=CC1)C=1C=CC=CC1 (Pd(PPh3)4). Solvent: COCCOC (1,2-dimethoxyethane), C(Cl)Cl (DCM). Run at temperature 100 celsius. Product: C(C)(C)(C)C=1SC(=CN1)C1=CC2=C(C(=N1)O[C@H](C)[C@@H]1CC(NC1)=O)N(C=N2)C2CC2 ((R)-4-((R)-1-((6-(2-(tert-butyl)thiazol-5-yl)-3-cyclopropyl-3H-imidazo[4,5-c]pyridin-4-yl)oxy)ethyl)pyrrolidin-2-one). Yield: 5.7%. Reaction SMILES: [CH:1]1([N:4]2[C:8]3[C:9]([O:22][C@@H:23]([C@H:25]4[CH2:29][NH:28][C:27](=[O:30])[CH2:26]4)[CH3:24])=[N:10][C:11](B4OC(C)(C)C(C)(C)O4)=[CH:12][C:7]=3[N:6]=[CH:5]2)[CH2:3][CH2:2]1.Br[C:32]1[S:36][C:35]([C:37]([CH3:40])([CH3:39])[CH3:38])=[N:34][CH:33]=1.C([O-])([O-])=O.[Na+].[Na+].N#N>C1C=CC([P]([Pd]([P](C2C=CC=CC=2)(C2C=CC=CC=2)C2C=CC=CC=2)([P](C2C=CC=CC=2)(C2C=CC=CC=2)C2C=CC=CC=2)[P](C2C=CC=CC=2)(C2C=CC=CC=2)C2C=CC=CC=2)(C2C=CC=CC=2)C2C=CC=CC=2)=CC=1.C(Cl)Cl.COCCOC>[C:37]([C:35]1[S:36][C:32]([C:11]2[N:10]=[C:9]([O:22][C@@H:23]([C@H:25]3[CH2:29][NH:28][C:27](=[O:30])[CH2:26]3)[CH3:24])[C:8]3[N:4]([CH:1]4[CH2:2][CH2:3]4)[CH:5]=[N:6][C:7]=3[CH:12]=2)=[CH:33][N:34]=1)([CH3:40])([CH3:39])[CH3:38] |f:2.3.4,^1:52,54,73,92|. Reported procedure: To a microwave tube equipped with a stirring bar, (R)-4-((R)-1-((3-cyclopropyl-6-(4,4,5,5-tetramethyl-1,3,2-dioxaborolan-2-yl)-3H-imidazo[4,5-c]pyridin-4-yl)oxy)ethyl)pyrrolidin-2-one: (167.0 mg, 0.405 mmol), 5-bromo-2-(tert-butyl)thiazole (133.8 mg, 0.608 mmol), 1,2-dimethoxyethane (2 mL), 1 N Na2CO3 aqueous solution (0.55 mL, 0.55 mmol) were added, the mixture was bubbled N2 for 5 minutes before Pd(PPh3)4 (10.6 mg, 0.009 mmol) was added. The tube was sealed and heated in an oil bath at 100° C.... The reactants are N1[C@@H](CC1)COC=1C=C(C=NC1)C=1C=C(C=CC1)C[C@@H](CC1=CC=CC=C1)O (1-[3-[5-[(2(S)-azetidinyl)methoxy]-3-pyridyl]phenyl]-3-phenyl-2(R)-propanol), Cl (hydrochloric acid). Run in CO (methanol). Conditions: time 2 hour. Yields the product Cl.N1[C@@H](CC1)COC=1C=C(C=NC1)C=1C=C(C=CC1)C[C@@H](CC1=CC=CC=C1)O (1-[3-[5-[(2(S)-Azetidinyl)methoxy]-3-pyridyl]phenyl]-3-phenyl-2(R)-propanol Hydrochloride). Reaction SMILES: [NH:1]1[CH2:4][CH2:3][C@H:2]1[CH2:5][O:6][C:7]1[CH:8]=[C:9]([C:13]2[CH:14]=[C:15]([CH2:19][C@H:20]([OH:28])[CH2:21][C:22]3[CH:27]=[CH:26][CH:25]=[CH:24][CH:23]=3)[CH:16]=[CH:17][CH:18]=2)[CH:10]=[N:11][CH:12]=1.[ClH:29]>CO>[ClH:29].[NH:1]1[CH2:4][CH2:3][C@H:2]1[CH2:5][O:6][C:7]1[CH:8]=[C:9]([C:13]2[CH:14]=[C:15]([CH2:19][C@H:20]([OH:28])[CH2:21][C:22]3[CH:27]=[CH:26][CH:25]=[CH:24][CH:23]=3)[CH:16]=[CH:17][CH:18]=2)[CH:10]=[N:11][CH:12]=1 |f:3.4|. Reported procedure: To a solution of 1-[3-[5-[(2(S)-azetidinyl)methoxy]-3-pyridyl]phenyl]-3-phenyl-2(R)-propanol (130 mg, 0.35 mmol) in methanol (1 mL) was added 2M hydrochloric acid (0.4 mL) at 0° C. under N2. The solution was stirred for 2 h at room temperature and then evaporated. Water (8 mL) was added to dissolve the residue, and the solution was lyophilized. The residue was dissolved in 12 mL of water, and the solution was re-lyophilized to give the hydrochloride (145 mg) as a colorless solid. 1H NMR (D2O, 30... Product: NC(C(=O)N1CCC(CC1)OC1=CC(=C(C=C1)Cl)Cl)C(C)C (2-amino-1-[4-(3,4-dichlorophenoxy)-piperidine-1-yl]-3-methyl-butan-1-one). Procedure details: The product of step (i) (1.57 g) was dissolved in dichloromethane (14 ml) and trifluoroacetic acid (4 ml) added. After 2 hours at room temperature the solvent was removed, ethyl acetate and 2N aqueous NaOH solution were added to give pH 8.0. The organic phase was separated and concentrated to give the sub-titled product as an oil (1.24 g) which was used in the next step without further purification. As a reaction SMILES: [Cl:1][C:2]1[CH:3]=[C:4]([CH:22]=[CH:23][C:24]=1[Cl:25])[O:5][CH:6]1[CH2:11][CH2:10][N:9]([C:12]([CH:14]([NH:18]C(=O)C)[CH:15]([CH3:17])[CH3:16])=[O:13])[CH2:8][CH2:7]1.FC(F)(F)C(O)=O>ClCCl>[NH2:18][CH:14]([CH:15]([CH3:17])[CH3:16])[C:12]([N:9]1[CH2:10][CH2:11][CH:6]([O:5][C:4]2[CH:22]=[CH:23][C:24]([Cl:25])=[C:2]([Cl:1])[CH:3]=2)[CH2:7][CH2:8]1)=[O:13]. The reactants are ClC=1C=C(OC2CCN(CC2)C(=O)C(C(C)C)NC(C)=O)C=CC1Cl (N-{1-{4-(3,4-Dichlorophenoxy)-piperidine-1-carbonyl]-2-methyl-propyl}-acetamide), FC(C(=O)O)(F)F (trifluoroacetic acid). Isolated yield 88.6%. The solvent is ClCCl (dichloromethane).